From a dataset of the Open Reaction Database (ORD), a public repository of structured organic reaction records. describe an organic reaction: reactants, conditions, products, and yield Starting materials: C(Cl)Cl.CO (CH2Cl2 CH3OH), NC1=NC(=C(C(=C1C#N)C1=CC=C(C=C1)O)C#N)S (2-amino-4-(4-hydroxyphenyl)-6-sulfanyl-3,5-pyridinedicarbonitrile), C(C)N(C(CBr)=O)CC (N,N-diethylbromoacetamide), C(=O)(O)[O-].[Na+] (NaHCO3). The solvent is O (water), C(C)(=O)OCC (ethyl acetate), CN(C)C=O (DMF). Yields the product NC1=C(C(=C(C(=N1)SCC(=O)N(CC)CC)C#N)C1=CC=C(C=C1)O)C#N (2-{[6-Amino-3,5-dicyano-4-(4-hydroxyphenyl)-2-pyridinyl]sulfanyl}-N,N-diethylacetamide). As a reaction SMILES: [NH2:1][C:2]1[C:7]([C:8]#[N:9])=[C:6]([C:10]2[CH:15]=[CH:14][C:13]([OH:16])=[CH:12][CH:11]=2)[C:5]([C:17]#[N:18])=[C:4]([SH:19])[N:3]=1.[CH2:20]([N:22]([CH2:27][CH3:28])[C:23](=[O:26])[CH2:24]Br)[CH3:21].C([O-])(O)=O.[Na+].C(Cl)Cl.CO>CN(C=O)C.O.C(OCC)(=O)C>[NH2:1][C:2]1[N:3]=[C:4]([S:19][CH2:24][C:23]([N:22]([CH2:27][CH3:28])[CH2:20][CH3:21])=[O:26])[C:5]([C:17]#[N:18])=[C:6]([C:10]2[CH:11]=[CH:12][C:13]([OH:16])=[CH:14][CH:15]=2)[C:7]=1[C:8]#[N:9] |f:2.3,4.5|. Procedure: At RT, 53.6 mg (0.2 mmol) of 2-amino-4-(4-hydroxyphenyl)-6-sulfanyl-3,5-pyridinedicarbonitrile and 58.2 mg (0.3 mmol) of N,N-diethylbromoacetamide are stirred in 0.5 ml of DMF together with 33.6 mg (0.4 mmol) of NaHCO3 for 4 hours. TLC (CH2Cl2/CH3OH 10:1) shows complete conversion. The entire mixture is diluted with water and ethyl acetate and the EA phase is dried with MgSO4 and concentrated under reduced pressure. The residue crystallizes from methanol. The reactants are ClC1=CC(=C(OC(C(CC)O)Cl)C=C1)C (1-(4-chloro-2-methylphenoxy)-2-hydroxybutyl chloride), C1(=CC=CC=C1)N1CCNCC1 (N-phenylpiperazine). Solvent: CC(C)O (2-propanol). Yields the product Cl.Cl.ClC1=CC(=C(OCC(CCN2CCN(CC2)C2=CC=CC=C2)O)C=C1)C (1-(4-CHloro-2-methylphenoxy)-4-(4-phenyl-1-piperazinyl)-2-butanol dihydrochloride). Isolated yield 157.2%. Reaction SMILES: [Cl:1][C:2]1[CH:14]=[CH:13][C:5]([O:6][CH:7](Cl)[CH:8]([OH:11])[CH2:9][CH3:10])=[C:4]([CH3:15])[CH:3]=1.[C:16]1([N:22]2[CH2:27][CH2:26][NH:25][CH2:24][CH2:23]2)[CH:21]=[CH:20][CH:19]=[CH:18][CH:17]=1>CC(O)C>[ClH:1].[ClH:1].[Cl:1][C:2]1[CH:14]=[CH:13][C:5]([O:6][CH2:7][CH:8]([OH:11])[CH2:9][CH2:10][N:25]2[CH2:26][CH2:27][N:22]([C:16]3[CH:21]=[CH:20][CH:19]=[CH:18][CH:17]=3)[CH2:23][CH2:24]2)=[C:4]([CH3:15])[CH:3]=1 |f:3.4.5|. Procedure: A mixture of 18.72 g (0.075 mole) of 1-(4-chloro-2-methylphenoxy)-2-hydroxybutyl chloride, 16.2 g (0.1 mole) of N-phenylpiperazine and 350 ml of 2-propanol was heated at reflux for 16 hr. The white crystalline precipitate which formed on standing at room temperature was filtered. The resulting white crystalline solid was identified as the hydrochloride salt of the N-phenylpiperazine. The filtrate was mixed with 60 ml of ethereal hydrogen chloride and precipitated in ether. The white crystalline ...